Dataset: the Open Reaction Database (ORD), a public repository of structured organic reaction records. Task: describe an organic reaction: reactants, conditions, products, and yield Reaction SMILES: [CH3:1][C:2]1[CH:11]=[CH:10][CH:9]=[C:8]2[C:3]=1[C:4](=[O:38])[N:5]([C:32]1[CH:37]=[CH:36][CH:35]=[CH:34][CH:33]=1)[C:6]([CH:12]([O:14][C:15]1[N:23]=[CH:22][N:21]=[C:20]3[C:16]=1[N:17]=[CH:18][N:19]3COCC[Si](C)(C)C)[CH3:13])=[N:7]2>CO.Cl>[CH3:1][C:2]1[CH:11]=[CH:10][CH:9]=[C:8]2[C:3]=1[C:4](=[O:38])[N:5]([C:32]1[CH:37]=[CH:36][CH:35]=[CH:34][CH:33]=1)[C:6]([CH:12]([O:14][C:15]1[N:23]=[CH:22][N:21]=[C:20]3[C:16]=1[N:17]=[CH:18][NH:19]3)[CH3:13])=[N:7]2. Run in CO (methanol), Cl (HCl). Conditions: temperature 40 celsius. Reported procedure: Compound 182 (0.053 g, 0.1 mmol) was dissolved in a mixture of methanol (2 mL) and 4M HCl (2 mL). The mixture was stirred and heated to 40° C. for 3 h. The reaction mixture was removed from the heat source and allowed to cool. The reaction mixture was then filtered through a plug of GFA (glass fiber) filter paper and the filtrate concentrated to only remove the methanol. The residue was adjusted to pH 10 by addition of 10% potassium carbonate solution. The resulting solid was collected by filtra... The product is CC1=C2C(N(C(=NC2=CC=C1)C(C)OC1=C2N=CNC2=NC=N1)C1=CC=CC=C1)=O (5-Methyl-3-phenyl-2-[1-(9H-purin-6-yloxy)-ethyl]-3H-quinazolin-4-one). The reactants are CC1=C2C(N(C(=NC2=CC=C1)C(C)OC1=C2N=CN(C2=NC=N1)COCC[Si](C)(C)C)C1=CC=CC=C1)=O (5-methyl-3-phenyl-2-{1-[9-(2-trimethylsilanyl-ethoxymethyl)-9H-purin-6-yloxy]-ethyl}-3H-quinazolin-4-one). Yield: 79.8%. Yields the product CC(CC(CP(OC)(OC)=O)=O)(CCC)C (dimethyl 4,4-dimethyl-2-oxoheptylphosphonate). Conditions: temperature -78 celsius, time 30 minute. Reaction SMILES: [CH3:1][P:2](=[O:7])([O:5][CH3:6])[O:3][CH3:4].C([Li])CCC.CCCCCC.[CH3:19][C:20]([CH3:30])([CH2:27][CH2:28][CH3:29])[CH2:21][C:22](OCC)=[O:23]>C1COCC1.O.C(O)(=O)C>[CH3:19][C:20]([CH3:30])([CH2:27][CH2:28][CH3:29])[CH2:21][C:22](=[O:23])[CH2:1][P:2](=[O:7])([O:5][CH3:6])[O:3][CH3:4]. Reported procedure: Dimethyl methylphosphonate (11.7 g, 102 mmol) was dissolved in anhydrous THF (200 ml) and the resulting solution was cooled to -78° C. under argon atmosphere. A solution of n-butyl lithium in hexane (1.63N, 62.3 ml, 102 mmol) was added and the mixture was stirred for 30 minutes. A solution of ethyl 3,3-dimethylhexanoate (7.00 g, 40.6 mmol) in anhydrous THF (50 ml) was added to the reaction mixture at -78° C. andthe mixture was stirred for 30 minutes and then at room temperature for further 2 hou... Solvent: C1CCOC1 (THF), C(C)(=O)O (Acetic acid), C1CCOC1 (THF), O (Water). Starting materials: CC(CC(=O)OCC)(CCC)C (ethyl 3,3-dimethylhexanoate), C(CCC)[Li] (n-butyl lithium), CCCCCC (hexane), CP(OC)(OC)=O (Dimethyl methylphosphonate). Starting materials: CS(C)=O, [Cl-], CCOC(=O)C(C(=O)OCC)c1ncc(Cl)cc1F, [Na+], O. Yields the product CCOC(=O)Cc1ncc(Cl)cc1F. As a reaction SMILES: [CH3:20][S:21](=[O:22])[CH3:23].[Cl-:25].[Cl:1][c:2]1[cH:3][c:4]([F:19])[c:5]([CH:8]([C:9](=[O:10])[O:11][CH2:12][CH3:13])[C:14]([O:15][CH2:16][CH3:17])=[O:18])[n:6][cH:7]1.[Na+:24].[OH2:26]>>[Cl:1][c:2]1[cH:3][c:4]([F:19])[c:5]([CH2:8][C:9](=[O:10])[O:11][CH2:12][CH3:13])[n:6][cH:7]1. Procedure: To a solution of tert-butyl 2-[7-(5-bromo-2-thienyl)-4-tert-butoxycarbonyl-1,1-dioxoperhydro-1,4-thiazepin-7-yl]acetate (5.00 g) in ethyl acetate (25 ml) was added 4N hydrochloric acid in ethyl acetate (13 ml) with ice-cooling. After stirring for 4 hours at room temperature, the mixture was poured into saturated aqueous sodium bicarbonate (50 ml). The separated organic layer was washed with brine, dried over sodium sulfate and filtered. The obtained filtrate was concentrated to give tert-butyl 2... Reactants: C([O-])(O)=O.[Na+] (sodium bicarbonate), BrC1=CC=C(S1)C1(CCN(CCS1(=O)=O)C(=O)OC(C)(C)C)CC(=O)OC(C)(C)C (tert-butyl 2-[7-(5-bromo-2-thienyl)-4-tert-butoxycarbonyl-1,1-dioxoperhydro-1,4-thiazepin-7-yl]acetate), Cl (hydrochloric acid). Reaction SMILES: [Br:1][C:2]1[S:6][C:5]([C:7]2([CH2:23][C:24]([O:26][C:27]([CH3:30])([CH3:29])[CH3:28])=[O:25])[S:13](=[O:15])(=[O:14])[CH2:12][CH2:11][N:10](C(OC(C)(C)C)=O)[CH2:9][CH2:8]2)=[CH:4][CH:3]=1.Cl.C(=O)(O)[O-].[Na+]>C(OCC)(=O)C>[Br:1][C:2]1[S:6][C:5]([C:7]2([CH2:23][C:24]([O:26][C:27]([CH3:30])([CH3:29])[CH3:28])=[O:25])[S:13](=[O:15])(=[O:14])[CH2:12][CH2:11][NH:10][CH2:9][CH2:8]2)=[CH:4][CH:3]=1 |f:2.3|. The yield is 74.9%. The product is BrC1=CC=C(S1)C1(CCNCCS1(=O)=O)CC(=O)OC(C)(C)C (tert-butyl 2-[7-(5-bromo-2-thienyl)-1,1-dioxoperhydro-1,4-thiazepin-7-yl]acetate). Reaction conditions: time 4 hour. The solvent is C(C)(=O)OCC (ethyl acetate), C(C)(=O)OCC (ethyl acetate). The solvent is C1CCOC1 (THF), CN(C)C=O (DMF). The yield is 71.0%. Product: C(C)(C)(C)OC(=O)NC(C(=O)O)COCC1=C(C=C(C=C1)F)F (2-tert-Butoxycarbonylamino-3-(2,4-difluoro-benzyloxy)-propionic Acid). Reaction conditions: temperature 0 celsius, time 30 minute. The reactants are C(=O)(OC(C)(C)C)N[C@H](CO)C(=O)O (N-Boc-(D)-serine), FC1=C(CBr)C=CC(=C1)F (2,4-difluorobenzyl bromide), CC(C)([O-])C.[K+] (potassium tert-butoxide). RXN SMILES: [C:1]([NH:8][C@@H:9]([C:12]([OH:14])=[O:13])[CH2:10][OH:11])([O:3][C:4]([CH3:7])([CH3:6])[CH3:5])=[O:2].CC(C)([O-])C.[K+].[F:21][C:22]1[CH:29]=[C:28]([F:30])[CH:27]=[CH:26][C:23]=1[CH2:24]Br>C1COCC1.CN(C=O)C>[C:4]([O:3][C:1]([NH:8][CH:9]([CH2:10][O:11][CH2:24][C:23]1[CH:26]=[CH:27][C:28]([F:30])=[CH:29][C:22]=1[F:21])[C:12]([OH:14])=[O:13])=[O:2])([CH3:7])([CH3:6])[CH3:5] |f:1.2|. Procedure: To a solution of N-Boc-(D)-serine (452 g, 2.2026 mol) in a mixture of THF (7 L) and DMF (3 L) at about 0° C. was added potassium tert-butoxide solution (515.8 g, 4.5963 mol). The reaction mixture was stirred at about 0° C. for about 30 min., then 2,4-difluorobenzyl bromide (456.5 g, 2.2051 mol) was added. After warming to room temperature, the reaction mixture was concentrated in vacuo to remove the THF. The reaction mixture was partitioned between 4.5 L H2O and 4.5 L IPE. The layers were sapara...